This data is from the Open Reaction Database (ORD), a public repository of structured organic reaction records. The task is: describe an organic reaction: reactants, conditions, products, and yield Reactants: [Cl-].C(=O)(O)CO[C@H]1[C@@H](CCCC1)[NH3+] (trans-2-carboxymethoxy-cyclohexyl ammonium chloride), C1(=CC=CC=C1)N=C=O (phenylisocyanate). The solvent is [OH-].[Na+] (NaOH). The product is C1(=CC=CC=C1)NC(N[C@H]1[C@@H](CCCC1)OCC(=O)O)=O (Trans-2-[2'-(N'-phenylureido)cyclohexyloxy] acetic acid). Yield: 39.3%. As a reaction SMILES: [Cl-].[C:2]([CH2:5][O:6][C@@H:7]1[CH2:12][CH2:11][CH2:10][CH2:9][C@H:8]1[NH3+:13])([OH:4])=[O:3].[C:14]1([N:20]=[C:21]=[O:22])[CH:19]=[CH:18][CH:17]=[CH:16][CH:15]=1>[OH-].[Na+]>[C:14]1([NH:20][C:21](=[O:22])[NH:13][C@@H:8]2[CH2:9][CH2:10][CH2:11][CH2:12][C@H:7]2[O:6][CH2:5][C:2]([OH:4])=[O:3])[CH:19]=[CH:18][CH:17]=[CH:16][CH:15]=1 |f:0.1,3.4|. Procedure: To a solution of trans-2-carboxymethoxy-cyclohexyl ammonium chloride (0.419 g, 2 mmoles) in 2N NaOH (10 ml), phenylisocyanate (0.476 g, 4 mmoles) was added under stirring. After 1 hour the solution was extracted with diethyl ether (10 ml) and the aqueous phase was acidified with HCl 18% to pH 3. The title compound separated in the form of white crystals, which were filtered off and dried over P2O5. Thus, there were obtained 0.23 g (40%) of the title compound, melting point 166°-168° C. Starting materials: [Cl-].[Mg+2].[Cl-] (magnesium chloride), N1=CC=CC=C1 (pyridine), Cl.C(C1=CC=NC=C1)(=O)Cl (isonicotinoyl chloride.hydrochloride), C(C)OC(CC(=O)C1CC1)=O (3-cyclopropyl-3-oxo-propionic acid ethyl ester). Run in C(Cl)Cl (CH2Cl2). Reaction conditions: temperature 0 celsius, time 18 hour. The product is C(C)OC(C(C(=O)C1CC1)C(=O)C1=CC=NC=C1)=O (3-Cyclopropyl-3-oxo-2-(pyridine-4-carbonyl)-propionic acid ethyl ester). Yield: 79.7%. Reaction SMILES: [CH2:1]([O:3][C:4](=[O:11])[CH2:5][C:6]([CH:8]1[CH2:10][CH2:9]1)=[O:7])[CH3:2].[Cl-].[Mg+2].[Cl-].N1C=CC=CC=1.Cl.[C:22](Cl)(=[O:29])[C:23]1[CH:28]=[CH:27][N:26]=[CH:25][CH:24]=1>C(Cl)Cl>[CH2:1]([O:3][C:4](=[O:11])[CH:5]([C:22]([C:23]1[CH:28]=[CH:27][N:26]=[CH:25][CH:24]=1)=[O:29])[C:6]([CH:8]1[CH2:10][CH2:9]1)=[O:7])[CH3:2] |f:1.2.3,5.6|. Procedure details: 7.5 g (48 mmol) of 3-cyclopropyl-3-oxo-propionic acid ethyl ester were dissolved in 250 ml of CH2Cl2, the solution was cooled at 0° C. and successively were added 4.71 g (49.5 mmol) of anhydrous magnesium chloride, 8.1 ml (100 mmol) of pyridine and 12.8 g (72 mmol) of isonicotinoyl chloride.hydrochloride. The yellow suspension was stirred 1 h under ice cooling and 18 h at room temperature. The reaction mixture was poured into crashed ice and extracted twice with CH2Cl2. The organic phases were w... Reactants: CO (Methanol), B(OC)(OC)OC (trimethyl borate), B(F)(F)F.CCOCC (boron trifluoride diethyl etherate), OC=1C=C(C(=O)O)C=CC1[N+](=O)[O-] (3-hydroxy-4-nitro-benzoic acid). Solvent: ClCCCl (1,2-dichloroethane). Run at temperature 4 celsius, time 2.5 hour. The product is OCC=1C=CC(=C(C1)O)[N+](=O)[O-] (5-Hydroxymethyl 2-Nitro phenol). Isolated yield 90.2%. RXN SMILES: [OH:1][C:2]1[CH:3]=[C:4]([CH:8]=[CH:9][C:10]=1[N+:11]([O-:13])=[O:12])[C:5](O)=[O:6].B(OC)(OC)OC.B(F)(F)F.CCOCC.CO>ClCCCl>[OH:6][CH2:5][C:4]1[CH:8]=[CH:9][C:10]([N+:11]([O-:13])=[O:12])=[C:2]([OH:1])[CH:3]=1 |f:2.3|. Procedure details: To a magnetically stirred suspension of 3-hydroxy-4-nitro-benzoic acid (75 g, 0.41 mol) in 1,2-dichloroethane (1.5 L), under an argon blanket, was added trimethyl borate (69 g, 0.66 mol) and boron trifluoride diethyl etherate (94 g, 0.66 mol) at 20 □C. Borane-pyridine complex (57 g, 0.61 mol) was slowly added drop-wise over 2.5 hrs (exotherm to 44° C.). After addition was complete, the solution was stirred for 2.5 hrs then cooled in an ice bath to 4° C. Methanol (150 ml) was added over 15–20 min... The reactants are COc1cc(CBr)c(CBr)cc1Cl, O=C([O-])[O-], COc1ccc(CN)cc1, CC(C)=O, CC(C)=O, [Na+], [Na+], O. Product: COc1ccc(CN2Cc3cc(Cl)c(OC)cc3C2)cc1. RXN SMILES: [Br:11][CH2:12][c:13]1[c:14]([CH2:22][Br:23])[cH:15][c:16]([Cl:21])[c:17]([O:19][CH3:20])[cH:18]1.[C:24](=[O:25])([O-:26])[O-:27].[CH3:1][O:2][c:3]1[cH:4][cH:5][c:6]([CH2:7][NH2:8])[cH:9][cH:10]1.[CH3:30][C:31](=[O:32])[CH3:33].[CH3:35][C:36]([CH3:37])=[O:38].[Na+:28].[Na+:29].[OH2:34]>>[CH3:1][O:2][c:3]1[cH:4][cH:5][c:6]([CH2:7][N:8]2[CH2:12][c:13]3[c:14]([cH:15][c:16]([Cl:21])[c:17]([O:19][CH3:20])[cH:18]3)[CH2:22]2)[cH:9][cH:10]1. Procedure details: Zinc dust is added in portions to a solution of 4-benzyloxy-2-nitro-m-xylene (83.8 g) in glacial acetic acid (715 ml). Addition is complete when the exothermic reaction subsides. The reaction mixture is filtered through Celite and the pad washed with acetic acid. The filtrate is concentrated in vacuo and the residue diluted with H2O and made basic with ammonium hydroxide, and extracted with chloroform. The combined organic extracts are dried and concentrated in vacuo to give the desired aniline ... Reaction SMILES: [CH2:1]([O:8][C:9]1[CH:14]=[CH:13][C:12]([CH3:15])=[C:11]([N+:16]([O-])=O)[C:10]=1[CH3:19])[C:2]1[CH:7]=[CH:6][CH:5]=[CH:4][CH:3]=1>C(O)(=O)C.[Zn]>[CH2:1]([O:8][C:9]1[C:10]([CH3:19])=[C:11]([C:12]([CH3:15])=[CH:13][CH:14]=1)[NH2:16])[C:2]1[CH:3]=[CH:4][CH:5]=[CH:6][CH:7]=1. The reagents and catalysts are [Zn] (Zinc). Reactants: C(C1=CC=CC=C1)OC1=C(C(=C(C=C1)C)[N+](=O)[O-])C (4-benzyloxy-2-nitro-m-xylene). The product is C(C1=CC=CC=C1)OC=1C(=C(N)C(=CC1)C)C (3-benzyloxy-2,6-dimethylaniline). Run in C(C)(=O)O (acetic acid).